From a dataset of the Open Reaction Database (ORD), a public repository of structured organic reaction records. describe an organic reaction: reactants, conditions, products, and yield Starting materials: 50, ClC1=C(C=C(C=C1)C(F)(F)F)[N+](=O)[O-] (1-chloro-2-nitro-4-(trifluoromethyl)benzene), NCCO (2-aminoethanol). The solvent is C(CCC)O (1-butanol). Product: [N+](=O)([O-])C1=C(C=CC(=C1)C(F)(F)F)NCCO (2-{[2-nitro-4-(trifluoromethyl)phenyl]amino}ethanol). RXN SMILES: Cl[C:2]1[CH:7]=[CH:6][C:5]([C:8]([F:11])([F:10])[F:9])=[CH:4][C:3]=1[N+:12]([O-:14])=[O:13].[NH2:15][CH2:16][CH2:17][OH:18]>C(O)CCC>[N+:12]([C:3]1[CH:4]=[C:5]([C:8]([F:11])([F:10])[F:9])[CH:6]=[CH:7][C:2]=1[NH:15][CH2:16][CH2:17][OH:18])([O-:14])=[O:13]. Procedure: A mixture of 50 parts of 1-chloro-2-nitro-4-(trifluoromethyl)benzene, 37 parts of 2-aminoethanol and 100 parts of 1-butanol is stirred and refluxed overnight. The reaction mixture is cooled and evaporated. The residue is taken up in a diluted hydrochloric acid solution. The product is extracted with methylbenzene. The layers are separated and the aqueous phase is extracted with methylbenzene. The combined methylbenzene-phases are washed successively with a diluted hydrochloric acid solution and ... Starting materials: ClC1=NC(=NC(=C1)Cl)N[C@H](COC)C ((S)-4,6-dichloro-N-(1-methoxypropan-2-yl)pyrimidin-2-amine), NC=1C(NC2=CC=CC(=C2N1)O)=O (3-amino-5-hydroxyquinoxalin-2(1H)-one). Product: NC=1C(NC2=CC=CC(=C2N1)OC1=NC(=NC(=C1)Cl)N[C@H](COC)C)=O ((S)-3-Amino-5-(6-chloro-2-(1-methoxypropan-2-ylamino)pyrimidin-4-yloxy)quinoxalin-2(1 H)-one). As a reaction SMILES: Cl[C:2]1[CH:7]=[C:6]([Cl:8])[N:5]=[C:4]([NH:9][C@@H:10]([CH3:14])[CH2:11][O:12][CH3:13])[N:3]=1.[NH2:15][C:16]1[C:17](=[O:27])[NH:18][C:19]2[C:24]([N:25]=1)=[C:23]([OH:26])[CH:22]=[CH:21][CH:20]=2>>[NH2:15][C:16]1[C:17](=[O:27])[NH:18][C:19]2[C:24]([N:25]=1)=[C:23]([O:26][C:2]1[CH:7]=[C:6]([Cl:8])[N:5]=[C:4]([NH:9][C@@H:10]([CH3:14])[CH2:11][O:12][CH3:13])[N:3]=1)[CH:22]=[CH:21][CH:20]=2. Procedure: The reaction of (S)-4,6-dichloro-N-(1-methoxypropan-2-yl)pyrimidin-2-amine from step (a) above (0.62 g, 2.63 mmol) with 3-amino-5-hydroxyquinoxalin-2(1H)-one (0.47 g, 3 mmol, prepared as described in WO 2004/014871) under the conditions of Example 105(a) provided the title compound as an off-white solid. MS (ESI, pos. ion.) m/z: 377 (M+1).